This data is from the Open Reaction Database (ORD), a public repository of structured organic reaction records. The task is: describe an organic reaction: reactants, conditions, products, and yield Reactants: N#N (N2), C([O-])([O-])=O.[K+].[K+] (potassium carbonate), C(C)C1=C(N)C(=CC=C1)CC (2,6-diethylaniline), C(C#C)Br (propargyl bromide), C([O-])([O-])=O.[K+].[K+] (potassium carbonate). Solvent: C(C)O (ethanol). Product: C(C)C1=C(NCC#C)C(=CC=C1)CC (2,6-Diethyl-N-propargylaniline). Reaction SMILES: N#N.[CH2:3]([C:5]1[CH:11]=[CH:10][CH:9]=[C:8]([CH2:12][CH3:13])[C:6]=1[NH2:7])[CH3:4].[CH2:14](Br)[C:15]#[CH:16].C(=O)([O-])[O-].[K+].[K+]>C(O)C>[CH2:3]([C:5]1[CH:11]=[CH:10][CH:9]=[C:8]([CH2:12][CH3:13])[C:6]=1[NH:7][CH2:16][C:15]#[CH:14])[CH3:4] |f:3.4.5|. Procedure details: A reactor equipped with a thermometer, stirrer, N2 inlet and outlet tubes and reflux condenser fitted with a drying tube is charged with 74.5 g (0.5 mole) of 2,6-diethylaniline, 71.4 g (0.6 mole) of propargyl bromide, 41.4 g (0.3 mole) of anhydrous potassium carbonate, and 125 ml of absolute ethanol. The mixture is refluxed for 18 hours under slight positive N2 pressure. The reaction mixture is cooled and additional potassium carbonate is added until the solution is weakly basic. It is then tran... The reactants are CC(C)(C)OC(=O)N1Cc2ccc(B3OC(C)(C)C(C)(C)O3)cc2C1, O=C([O-])[O-], Cc1csc(I)n1, [K+], [K+], CN(C)C=O. Yields the product Cc1csc(-c2ccc3c(c2)CN(C(=O)OC(C)(C)C)C3)n1. As a reaction SMILES: [C:1]([CH3:2])([CH3:3])([CH3:4])[O:5][C:6](=[O:7])[N:8]1[CH2:9][c:10]2[cH:11][cH:12][c:13]([B:17]3[O:18][C:19]([CH3:20])([CH3:21])[C:22]([CH3:23])([CH3:24])[O:25]3)[cH:14][c:15]2[CH2:16]1.[C:26](=[O:27])([O-:28])[O-:29].[I:32][c:33]1[s:34][cH:35][c:36]([CH3:38])[n:37]1.[K+:30].[K+:31].[O:39]=[CH:40][N:41]([CH3:42])[CH3:43]>>[C:1]([CH3:2])([CH3:3])([CH3:4])[O:5][C:6](=[O:7])[N:8]1[CH2:9][c:10]2[cH:11][cH:12][c:13](-[c:33]3[s:34][cH:35][c:36]([CH3:38])[n:37]3)[cH:14][c:15]2[CH2:16]1. Reactants: CC=CCOc1ccc(C(=O)OC(C)(C)C)cc1, Cc1ccccc1, ClCCl, O=C(OO)c1cccc(Cl)c1. The product is CC1OC1COc1ccc(C(=O)OC(C)(C)C)cc1. As a reaction SMILES: [C:1]([CH3:2])([CH3:3])([CH3:4])[O:5][C:6](=[O:7])[c:8]1[cH:9][cH:10][c:11]([O:12][CH2:13][CH:14]=[CH:15][CH3:16])[cH:17][cH:18]1.[CH3:33][c:34]1[cH:35][cH:36][cH:37][cH:38][cH:39]1.[Cl:30][CH2:31][Cl:32].[OH:19][O:20][C:21]([c:22]1[cH:23][c:24]([Cl:25])[cH:26][cH:27][cH:28]1)=[O:29]>>[C:1]([CH3:2])([CH3:3])([CH3:4])[O:5][C:6](=[O:7])[c:8]1[cH:9][cH:10][c:11]([O:12][CH2:13][CH:14]2[CH:15]([CH3:16])[O:19]2)[cH:17][cH:18]1. Reactants: COC(C(CNC(=O)C=1N=C(C2=CC(=CC=C2C1O)CCC1=CC=CC=C1)C#N)(C)C)=O (3-[(1-cyano-4-hydroxy-7-phenethyl-isoquinoline-3-carbonyl)-amino]-2,2-dimethyl-propionic acid methyl ester), [OH-].[Na+] (NaOH), Cl (HCl). Solvent: CO (MeOH). Reaction conditions: time 3 hour. The product is C(#N)C1=NC(=C(C2=CC=C(C=C12)CCC1=CC=CC=C1)O)C(=O)NCC(C(=O)O)(C)C (3-[(1-Cyano-4-hydroxy-7-phenethyl-isoquinoline-3-carbonyl)-amino]-2,2-dimethyl-propionic acid). Isolated yield 70.0%. Reaction SMILES: C[O:2][C:3](=[O:32])[C:4]([CH3:31])([CH3:30])[CH2:5][NH:6][C:7]([C:9]1[N:10]=[C:11]([C:28]#[N:29])[C:12]2[C:17]([C:18]=1[OH:19])=[CH:16][CH:15]=[C:14]([CH2:20][CH2:21][C:22]1[CH:27]=[CH:26][CH:25]=[CH:24][CH:23]=1)[CH:13]=2)=[O:8].[OH-].[Na+].Cl>CO>[C:28]([C:11]1[C:12]2[C:17](=[CH:16][CH:15]=[C:14]([CH2:20][CH2:21][C:22]3[CH:27]=[CH:26][CH:25]=[CH:24][CH:23]=3)[CH:13]=2)[C:18]([OH:19])=[C:9]([C:7]([NH:6][CH2:5][C:4]([CH3:31])([CH3:30])[C:3]([OH:32])=[O:2])=[O:8])[N:10]=1)#[N:29] |f:1.2|. Procedure details: A mixture of 3-[(1-cyano-4-hydroxy-7-phenethyl-isoquinoline-3-carbonyl)-amino]-2,2-dimethyl-propionic acid methyl ester (55 mg, 0.13 mmol), 2 M NaOH (2 mL) and MeOH (2 mL) was stirred at r.t. for 3 h. 1 M HCl was added until pH was ˜2, and the resulting suspension was extracted with EtOAc. The organic layer was dried over MgSO4 and concentrated. The crude product was purified by column chromatography (0-30% EtOAc/hexanes+2% AcOH) to give 38 mg of the title compound. MS: (−) m/z 416.14 (M−1).